From a dataset of the Open Reaction Database (ORD), a public repository of structured organic reaction records. describe an organic reaction: reactants, conditions, products, and yield Reactants: ClC(Cl)(Cl)Cl, c1ccc2c(c1)CCCN2CCN1CCCC1, O=C1CCC(=O)N1Br. Yields the product Brc1ccc2c(c1)CCCN2CCN1CCCC1. Reaction SMILES: [C:26]([Cl:27])([Cl:28])([Cl:29])[Cl:30].[N:1]1([CH2:6][CH2:7][N:8]2[CH2:9][CH2:10][CH2:11][c:12]3[cH:13][cH:14][cH:15][cH:16][c:17]32)[CH2:2][CH2:3][CH2:4][CH2:5]1.[O:18]=[C:19]1[N:20]([Br:25])[C:21](=[O:22])[CH2:23][CH2:24]1>>[N:1]1([CH2:6][CH2:7][N:8]2[CH2:9][CH2:10][CH2:11][c:12]3[cH:13][c:14]([Br:25])[cH:15][cH:16][c:17]32)[CH2:2][CH2:3][CH2:4][CH2:5]1. Starting materials: ClC1=NC=C(C(=O)NC=2SC3=C(N2)C(=CC=C3N3CCOCC3)OC)C=C1 (6-chloro-N-(4-methoxy-7-morpholin-4-yl-benzothiazol-2-yl)-nicotinamide), C([O-])([O-])=O.[Cs+].[Cs+] (cesium carbonate), COCCNCC (N-(2-methoxyethyl)ethylamine). Product: C(C)N(C1=NC=C(C(=O)NC=2SC3=C(N2)C(=CC=C3N3CCOCC3)OC)C=C1)CCOC (6-[Ethyl-(2-methoxy-ethyl)-amino]-N-(4-methoxy-7-morpholin-4-yl-benzothiazol-2-yl)-nicotinamide). Reaction SMILES: Cl[C:2]1[CH:27]=[CH:26][C:5]([C:6]([NH:8][C:9]2[S:10][C:11]3[C:17]([N:18]4[CH2:23][CH2:22][O:21][CH2:20][CH2:19]4)=[CH:16][CH:15]=[C:14]([O:24][CH3:25])[C:12]=3[N:13]=2)=[O:7])=[CH:4][N:3]=1.C(=O)([O-])[O-].[Cs+].[Cs+].[CH3:34][O:35][CH2:36][CH2:37][NH:38][CH2:39][CH3:40]>>[CH2:39]([N:38]([CH2:37][CH2:36][O:35][CH3:34])[C:2]1[CH:27]=[CH:26][C:5]([C:6]([NH:8][C:9]2[S:10][C:11]3[C:17]([N:18]4[CH2:23][CH2:22][O:21][CH2:20][CH2:19]4)=[CH:16][CH:15]=[C:14]([O:24][CH3:25])[C:12]=3[N:13]=2)=[O:7])=[CH:4][N:3]=1)[CH3:40] |f:1.2.3|. Procedure: From 6-chloro-N-(4-methoxy-7-morpholin-4-yl-benzothiazol-2-yl)-nicotinamide with cesium carbonate and N-(2-methoxyethyl)ethylamine. ES-MS m/e (%): 472 (M+H+, 100). Reactants: [OH-].[NH4+] (ammonium hydroxide), N1=C(N=CC=2CCC3=C(C12)C=CC=N3)N (5,6-Dihydropyrido[2,3-h]quinazolin-2-amine), Br.N=1C(C=CC2=CCC=CC12)=O (6H- quinolinone, hydrobromide), NC(=O)N (urea). Run in O (water). The product is N1=C(OC2=C1C=1C=CC=NC1CC2)N (4,5-Dihydrooxazolo[4,5-f]quinolin-2-amine). Reaction SMILES: [N:1]1[C:10]2[C:9]3[CH:11]=[CH:12][CH:13]=[N:14][C:8]=3[CH2:7][CH2:6][C:5]=2C=[N:3][C:2]=1N.Br.N1C(=[O:27])C=CC2C=1C=CCC=2.NC(N)=O.[OH-].[NH4+]>O>[N:1]1[C:10]2[C:9]3[CH:11]=[CH:12][CH:13]=[N:14][C:8]=3[CH2:7][CH2:6][C:5]=2[O:27][C:2]=1[NH2:3] |f:1.2,4.5|. Procedure details: A solution of 6-bromo-7,8-dihydro-5(6H- quinolinone, hydrobromide, 10.0 g (32.5 mmol), (Example 2), in 150 ml of hot water is refluxed with 6.0 g (100 mmol) of urea for 24 hours. After cooling, the solution is made basic with concentrated ammonium hydroxide and extracted with 2×250 ml of dichloromethane. The organic extract is concentrated and the residue is chromatographed (1% ammonium hydroxide, 99% ethyl acetate) to separate the two products, 4,5-dihydrooxazolo[4,5-f]quinolin-2-amine (Example... Starting materials: CC=1C(=CC2=C(N(C(N2)=O)C2CCN(CC2)C(=O)OC(C)(C)C)C1)C(F)(F)F (1,1-Dimethylethyl 4-[6-methyl-2-oxo-5-(trifluoromethyl)-2,3-dihydro-1H-benzimidazol-1-yl]-1-piperidinecarboxylate), Cl (HCl), solution. The solvent is O1CCOCC1 (1,4-dioxane). Reaction conditions: time 8 hour. The product is Cl.CC=1C(=CC2=C(N(C(N2)=O)C2CCNCC2)C1)C(F)(F)F (6-Methyl-1-(4-piperidinyl)-5-(trifluoromethyl)-1,3-dihydro-2H-benzimidazol-2-one hydrochloride), Cl (mono hydrochloride). RXN SMILES: [CH3:1][C:2]1[C:3]([C:25]([F:28])([F:27])[F:26])=[CH:4][C:5]2[NH:9][C:8](=[O:10])[N:7]([CH:11]3[CH2:16][CH2:15][N:14](C(OC(C)(C)C)=O)[CH2:13][CH2:12]3)[C:6]=2[CH:24]=1.[ClH:29]>O1CCOCC1>[ClH:29].[CH3:1][C:2]1[C:3]([C:25]([F:27])([F:26])[F:28])=[CH:4][C:5]2[NH:9][C:8](=[O:10])[N:7]([CH:11]3[CH2:12][CH2:13][NH:14][CH2:15][CH2:16]3)[C:6]=2[CH:24]=1.[ClH:29] |f:3.4|. Procedure details: 1,1-Dimethylethyl 4-[6-methyl-2-oxo-5-(trifluoromethyl)-2,3-dihydro-1H-benzimidazol-1-yl]-1-piperidinecarboxylate (D59) (2.23 mmol, 900 mg) was treated with HCl (10 ml of a 4M solution in 1,4-dioxane) at room temperature; the mixture was stirred at room temperature overnight. Solvent was evaporated to afford the title compound, mono hydrochloride salt, complete conversion, M++H=300. Starting materials: BrC=1C=C2C(=C(C(=NC2=CC1)CC)CC1=CC=C(C=C1)C(F)(F)F)O (6-bromo-2-ethyl-3-(4-(trifluoromethyl)benzyl)quinolin-4-ol), BrC=1C=C2C(=C(C(=NC2=CC1)CC)CC1=CC=C(C=C1)C(F)(F)F)O (6-bromo-2-ethyl-3-(4-(trifluoromethyl)benzyl)quinolin-4-ol), P(=O)(Cl)(Cl)Cl (phosphorous oxychloride). Run in C(C)#N (acetonitrile). Conditions: temperature 90 celsius, time 65 minute. Product: BrC=1C=C2C(=C(C(=NC2=CC1)CC)CC1=CC=C(C=C1)C(F)(F)F)Cl (6-Bromo-4-chloro-2-ethyl-3-(4-(trifluoromethyl)benzyl)quinoline). As a reaction SMILES: [Br:1][C:2]1[CH:3]=[C:4]2[C:9](=[CH:10][CH:11]=1)[N:8]=[C:7]([CH2:12][CH3:13])[C:6]([CH2:14][C:15]1[CH:20]=[CH:19][C:18]([C:21]([F:24])([F:23])[F:22])=[CH:17][CH:16]=1)=[C:5]2O.P(Cl)(Cl)([Cl:28])=O>C(#N)C>[Br:1][C:2]1[CH:3]=[C:4]2[C:9](=[CH:10][CH:11]=1)[N:8]=[C:7]([CH2:12][CH3:13])[C:6]([CH2:14][C:15]1[CH:20]=[CH:19][C:18]([C:21]([F:24])([F:23])[F:22])=[CH:17][CH:16]=1)=[C:5]2[Cl:28]. Procedure details: A round-bottomed flask containing a mixture of 6-bromo-2-ethyl-3-(4-(trifluoromethyl)benzyl)quinolin-4-ol (4.00 g, 8.29 mmol, Intermediate 5: step b), phosphorous oxychloride (3.50 mL, 37.3 mmol) and acetonitrile (27 mL) was placed into a metal heating block at 90° C. After 65 minutes, the reaction mixture was cooled to room temperature. The acetonitrile and excess phosphorous oxychloride was removed by rotary evaporation. The residue was dissolved in dichloromethane (100 mL) and the solution wa... Yields the product C1(=CC=CC=C1)C(=O)C1=NC=C(C=N1)C1=CN=C(N1)C=1C=NC=CC1 (phenyl(5-(2-(pyridin-3-yl)-1H-imidazol-5-yl)pyrimidin-2-yl)methanone). RXN SMILES: Br[C:2]1[CH:3]=[N:4][C:5]([C:8]([C:10]2[CH:15]=[CH:14][CH:13]=[CH:12][CH:11]=2)=[O:9])=[N:6][CH:7]=1.BrC1C=NC(C2C=CC=CC=2)=NC=1.C([N:36]1[CH:40]=[CH:39][N:38]=[C:37]1[C:41]1[CH:42]=[N:43][CH:44]=[CH:45][CH:46]=1)C1C=CC=CC=1>>[C:10]1([C:8]([C:5]2[N:4]=[CH:3][C:2]([C:40]3[NH:36][C:37]([C:41]4[CH:42]=[N:43][CH:44]=[CH:45][CH:46]=4)=[N:38][CH:39]=3)=[CH:7][N:6]=2)=[O:9])[CH:15]=[CH:14][CH:13]=[CH:12][CH:11]=1. Reported procedure: The title compound is prepared by the method described in Example 1, except that (5-bromopyrimidin-2-yl)(phenyl)methanone (prepared according to the procedure described in WO 2008/121670 p. 94) is used instead of 5-bromo-2-phenylpyrimidine and 3-(1-benzyl-1H-imidazol-2-yl)pyridine is used instead of 1-benzyl-2-phenyl-1H-imidazole in Step C. The reactants are BrC=1C=NC(=NC1)C(=O)C1=CC=CC=C1 ((5-bromopyrimidin-2-yl)(phenyl)methanone), BrC=1C=NC(=NC1)C1=CC=CC=C1 (5-bromo-2-phenylpyrimidine), C(C1=CC=CC=C1)N1C(=NC=C1)C=1C=NC=CC1 (3-(1-benzyl-1H-imidazol-2-yl)pyridine). The reactants are CC=1C=CC(=CC1)S(=O)(=O)O (TsOH), C1CCC2=NCCCN2CC1 (DBU). Run in CCOCC (ether). Run at time 1 hour. Product: CC=1C=CC(=CC1)S(=O)(=O)O.C1CCC2=NCCCN2CC1 (TsOH DBU). Reaction SMILES: [CH3:1][C:2]1[CH:3]=[CH:4][C:5]([S:8]([OH:11])(=[O:10])=[O:9])=[CH:6][CH:7]=1.[CH2:12]1[CH2:22][CH2:21][N:20]2[C:15](=[N:16][CH2:17][CH2:18][CH2:19]2)[CH2:14][CH2:13]1>CCOCC>[CH3:1][C:2]1[CH:7]=[CH:6][C:5]([S:8]([OH:11])(=[O:10])=[O:9])=[CH:4][CH:3]=1.[CH2:12]1[CH2:22][CH2:21][N:20]2[C:15](=[N:16][CH2:17][CH2:18][CH2:19]2)[CH2:14][CH2:13]1 |f:3.4|. Procedure: A flame dried flask was charged with TsOH (1.0 g, 5.81 mmol), ether (20 mL) and a stirbar under dry nitrogen atmosphere. To the stirred solution, DBU (0.88 g, 5.81 mmol) was added. Instantly, a white precipitate formed and stirring was continued for 1 hour. The precipitate, 1.5 g (81%) of white salt, was then washed with excess ether and isolated by decantation. The salt was then dried under high vacuum.